Dataset: the Open Reaction Database (ORD), a public repository of structured organic reaction records. Task: describe an organic reaction: reactants, conditions, products, and yield The reactants are C1CCOC1, OC1CCCC1, COc1ccc(C#N)c(O)c1, c1ccc(P(c2ccccc2)c2ccccc2)cc1. Product: COc1ccc(C#N)c(OC2CCCC2)c1. Reaction SMILES: [O:37]1[CH2:38][CH2:39][CH2:40][CH2:41]1.[OH:12][CH:13]1[CH2:14][CH2:15][CH2:16][CH2:17]1.[OH:1][c:2]1[c:3]([C:4]#[N:5])[cH:6][cH:7][c:8]([O:10][CH3:11])[cH:9]1.[c:18]1([P:19]([c:20]2[cH:21][cH:22][cH:23][cH:24][cH:25]2)[c:26]2[cH:27][cH:28][cH:29][cH:30][cH:31]2)[cH:32][cH:33][cH:34][cH:35][cH:36]1>>[O:1]([c:2]1[c:3]([C:4]#[N:5])[cH:6][cH:7][c:8]([O:10][CH3:11])[cH:9]1)[CH:13]1[CH2:14][CH2:15][CH2:16][CH2:17]1. The product is C(=O)(OCC1=CC=CC=C1)NCC(=O)NCC(=O)N1[C@H](C(=O)NCCC2=CC(O)=C(O)C=C2)CCC1 (N-carbobenzoxyglycylglycylprolyl dopamine). Procedure details: In the same manner as described in Example 1, 800 mg of carbobenzoxyglycylglycylproline and 380 mg of dopamine hydrochloride were reacted and treated to obtain N-carbobenzoxyglycylglycylprolyl dopamine. This compound was subjected to the catalytic reduction treatment in the same manner as described in Example 1. At the gel filtration, fractions Nos. 40 to 48 were collected. There was obtained 380 mg of a white powdery product, which was an acetate of the intended product. Elementary Analysis Val... The reactants are C(=O)(OCC1=CC=CC=C1)NCC(=O)NCC(=O)N1[C@H](C(=O)O)CCC1 (carbobenzoxyglycylglycylproline), Cl.NCCC1=CC(O)=C(O)C=C1 (dopamine hydrochloride). As a reaction SMILES: [C:1]([NH:11][CH2:12][C:13]([NH:15][CH2:16][C:17]([N:19]1[CH2:26][CH2:25][CH2:24][C@H:20]1[C:21]([OH:23])=O)=[O:18])=[O:14])([O:3][CH2:4][C:5]1[CH:10]=[CH:9][CH:8]=[CH:7][CH:6]=1)=[O:2].Cl.[NH2:28][CH2:29][CH2:30][C:31]1[CH:38]=[CH:37][C:35]([OH:36])=[C:33]([OH:34])[CH:32]=1>>[C:1]([NH:11][CH2:12][C:13]([NH:15][CH2:16][C:17]([N:19]1[CH2:26][CH2:25][CH2:24][C@H:20]1[C:21]([NH:28][CH2:29][CH2:30][C:31]1[CH:38]=[CH:37][C:35]([OH:36])=[C:33]([OH:34])[CH:32]=1)=[O:23])=[O:18])=[O:14])([O:3][CH2:4][C:5]1[CH:6]=[CH:7][CH:8]=[CH:9][CH:10]=1)=[O:2] |f:1.2|. Starting materials: CCCCOc1c(CN(C(=O)[O-])C(C)(C)C)n(CC(C)C)c(=O)c2ccc(-n3cnnn3)cc12, CCOC(C)=O, Cl. Yields the product Cl, CCCCOc1c(CN)n(CC(C)C)c(=O)c2ccc(-n3cnnn3)cc12. Reaction SMILES: [C:1]([N:5]([C:2](=[O:3])[O-:4])[CH2:9][c:10]1[n:11]([CH2:31][CH:32]([CH3:33])[CH3:34])[c:12](=[O:30])[c:13]2[cH:14][cH:15][c:16](-[n:25]3[n:26][n:27][n:28][cH:29]3)[cH:17][c:18]2[c:19]1[O:20][CH2:21][CH2:22][CH2:23][CH3:24])([CH3:6])([CH3:7])[CH3:8].[CH3:36][CH2:37][O:38][C:39](=[O:40])[CH3:41].[ClH:35]>>[ClH:35].[NH2:5][CH2:9][c:10]1[n:11]([CH2:31][CH:32]([CH3:33])[CH3:34])[c:12](=[O:30])[c:13]2[cH:14][cH:15][c:16](-[n:25]3[n:26][n:27][n:28][cH:29]3)[cH:17][c:18]2[c:19]1[O:20][CH2:21][CH2:22][CH2:23][CH3:24]. Reactants: solution, COC(C=C)(CC)OC (ethylacrolein dimethylacetal), O=[O+][O-] (ozone). Solvent: CO (methanol). Yields the product COC(C=O)(CC)OC (Ethylglyoxal dimethylacetal). The yield is 85.4%. Reaction SMILES: [CH3:1][O:2][C:3]([O:8][CH3:9])([CH2:6]C)[CH:4]=[CH2:5].[O:10]=[O+][O-]>CO>[CH3:9][O:8][C:3]([O:2][CH3:1])([CH2:4][CH3:5])[CH:6]=[O:10]. Procedure details: 1 liter of a solution of 195 g (1.5 moles) of ethylacrolein dimethylacetal in methanol is reacted with ozone at -25° C. to -30° C. analogously to the procedure indicated in Example 1, and is then hydrogenated. The absorption of H2 is 29.55 standard liters (87.8% of theory). After working up, which is carried out analogously to the instructions in Example 2 by removing the catalyst, treating the reaction solution with an acid ion exchanger, distilling off the solvent and rectifying the reaction p...